Dataset: the Open Reaction Database (ORD), a public repository of structured organic reaction records. Task: describe an organic reaction: reactants, conditions, products, and yield Reactants: C(C)(=O)N1C(NCC1)=O (1-acetyl-2-imidazolidinone), BrC=1C=CC(=NC1)C(=O)N1CCN(CC1)C1=C(C=C(C=C1)C)C ((5-bromopyridin-2-yl)[4-(2,4-dimethylphenyl)piperazin-1-yl]methanone). The product is C(C)(=O)N1C(N(CC1)C=1C=NC(=CC1)C(=O)N1CCN(CC1)C1=C(C=C(C=C1)C)C)=O (1-acetyl-3-{6-[4-(2,4-dimethylphenyl)piperazine-1-carbonyl]pyridin-3-yl}imidazolidin-2-one). Isolated yield 36.8%. Reaction SMILES: [C:1]([N:4]1[CH2:8][CH2:7][NH:6][C:5]1=[O:9])(=[O:3])[CH3:2].Br[C:11]1[CH:12]=[CH:13][C:14]([C:17]([N:19]2[CH2:24][CH2:23][N:22]([C:25]3[CH:30]=[CH:29][C:28]([CH3:31])=[CH:27][C:26]=3[CH3:32])[CH2:21][CH2:20]2)=[O:18])=[N:15][CH:16]=1>>[C:1]([N:4]1[CH2:8][CH2:7][N:6]([C:11]2[CH:16]=[N:15][C:14]([C:17]([N:19]3[CH2:20][CH2:21][N:22]([C:25]4[CH:30]=[CH:29][C:28]([CH3:31])=[CH:27][C:26]=4[CH3:32])[CH2:23][CH2:24]3)=[O:18])=[CH:13][CH:12]=2)[C:5]1=[O:9])(=[O:3])[CH3:2]. Reported procedure: Using 1-acetyl-2-imidazolidinone (128 mg) and (5-bromopyridin-2-yl)[4-(2,4-dimethylphenyl)piperazin-1-yl]methanone (374 mg) described in Preparation Example 137 and by the reaction and treatment in the same manner as in Example 1, the title compound (155 mg) was obtained. Starting materials: Brc1ccccn1, CCOC(=O)C(=O)OCC, [Li]CCCC, CCCCCC. Yields the product CCOC(=O)C(=O)c1ccccn1. As a reaction SMILES: [Br:1][c:2]1[cH:3][cH:4][cH:5][cH:6][n:7]1.[C:13]([C:14](=[O:15])[O:16][CH2:17][CH3:18])(=[O:19])[O:20][CH2:21][CH3:22].[CH2:8]([Li:9])[CH2:10][CH2:11][CH3:12].[CH3:23][CH2:24][CH2:25][CH2:26][CH2:27][CH3:28]>>[c:2]1([C:13]([C:14](=[O:15])[O:16][CH2:17][CH3:18])=[O:19])[cH:3][cH:4][cH:5][cH:6][n:7]1. Reactants: C1(=CC=CC=C1)S(=O)(=O)N1N=C(C2=C1C1=CC=CC=C1C2)C2=CC=C(C=C2)NS(=O)(=O)C2=CC=CC=C2 (N-[4-(1-benzenesulphonyl-1,4-dihydroindeno[1,2-c]pyrazol-3-yl) phenyl]benzenesulphonamide), aqueous solution, [OH-].[Na+] (sodium hydroxide), aqueous solution, Cl (hydrochloric acid). The solvent is CO (methanol). Conditions: time 20 minute. The product is N1N=C(C2=C1C1=CC=CC=C1C2)C2=CC=C(C=C2)NS(=O)(=O)C2=CC=CC=C2 (N-[4-(1,4-dihydroindeno[1,2-c]pyrazol-3-yl)phenyl]benzenesulphonamide). Yield: 34.0%. As a reaction SMILES: C1(S([N:10]2[C:14]3[C:15]4[C:20]([CH2:21][C:13]=3[C:12]([C:22]3[CH:27]=[CH:26][C:25]([NH:28][S:29]([C:32]5[CH:37]=[CH:36][CH:35]=[CH:34][CH:33]=5)(=[O:31])=[O:30])=[CH:24][CH:23]=3)=[N:11]2)=[CH:19][CH:18]=[CH:17][CH:16]=4)(=O)=O)C=CC=CC=1.[OH-].[Na+].Cl>CO>[NH:10]1[C:14]2[C:15]3[C:20]([CH2:21][C:13]=2[C:12]([C:22]2[CH:27]=[CH:26][C:25]([NH:28][S:29]([C:32]4[CH:33]=[CH:34][CH:35]=[CH:36][CH:37]=4)(=[O:30])=[O:31])=[CH:24][CH:23]=2)=[N:11]1)=[CH:19][CH:18]=[CH:17][CH:16]=3 |f:1.2|. Procedure: N-[4-(1-benzenesulphonyl-1,4-dihydroindeno[1,2-c]pyrazol-3-yl) phenyl]benzenesulphonamide (0.56 g) was suspended in methanol (40 ml) and a 2N aqueous solution of sodium hydroxide (5.3 ml) added at ambient temperature. A clear solution was obtained. The reaction mixture was stirred at ambient temperature for about 20 minutes and then poured onto a 2N aqueous solution of hydrochloric acid (75 ml). A colourless solid precipitated, which was collected by filtration (0.42 g). The solid was partitione... The reactants are N#N.Cl.C(C)(C)(C)OC([C@@H](N)CCCNC(OC(C)C)=NC(=O)OC(C)(C)C)=O (N2 (tert-butoxycarbonyl) N5 -(iminoisopropoxymethyl)-L-ornithine tert-butyl ester hydrochloride), Cl (hydrochloric acid). Solvent: O1CCOCC1 (dioxane), O1CCOCC1 (dioxane). Run at time 14 hour. Yields the product Cl.Cl.N=C(NCCC[C@H](N)C(=O)O)OC(C)C (N5 -(iminoisopropoxymethyl)-L-ornithine dihydrochloride). Yield: 271.5%. Reaction SMILES: N#N.[ClH:3].C([O:8][C:9](=[O:29])[C@H:10]([CH2:12][CH2:13][CH2:14][NH:15][C:16](=[N:21]C(OC(C)(C)C)=O)[O:17][CH:18]([CH3:20])[CH3:19])[NH2:11])(C)(C)C.Cl>O1CCOCC1>[ClH:3].[ClH:3].[NH:21]=[C:16]([O:17][CH:18]([CH3:20])[CH3:19])[NH:15][CH2:14][CH2:13][CH2:12][C@@H:10]([C:9]([OH:29])=[O:8])[NH2:11] |f:0.1.2,5.6.7|. Procedure details: To a 0° C. stirred solution of 0.54 g (1.32 mmol) N2 -(tert-butoxycarbonyl) N5 -(iminoisopropoxymethyl)-L-ornithine tert-butyl ester hydrochloride in 2 ml dioxane was added 10 mL of 4N hydrochloric acid in dioxane solution. The solution was stirred 14 h leaving a pale yellow precipitate. The dioxane was removed under reduced pressure and the residue suspended in ether. After stirring for 3 h, the ether was decanted and the solids dried under vacuum to give 0.52 g N5 -(iminoisopropoxymethyl)-L-or... Starting materials: CS(=O)(=O)c1nccc2ccccc12, CO, NCCCOc1cccc(CN2CCCCC2)c1. As a reaction SMILES: [CH3:19][S:20](=[O:21])(=[O:22])[c:23]1[n:24][cH:25][cH:26][c:27]2[cH:28][cH:29][cH:30][cH:31][c:32]12.[CH3:33][OH:34].[N:1]1([CH2:7][c:8]2[cH:9][c:10]([O:11][CH2:12][CH2:13][CH2:14][NH2:15])[cH:16][cH:17][cH:18]2)[CH2:2][CH2:3][CH2:4][CH2:5][CH2:6]1>>[N:1]1([CH2:7][c:8]2[cH:9][c:10]([O:11][CH2:12][CH2:13][CH2:14][NH:15][c:23]3[n:24][cH:25][cH:26][c:27]4[cH:28][cH:29][cH:30][cH:31][c:32]34)[cH:16][cH:17][cH:18]2)[CH2:2][CH2:3][CH2:4][CH2:5][CH2:6]1. The product is c1cc(CN2CCCCC2)cc(OCCCNc2nccc3ccccc23)c1. Reactants: N (ammonia), ice, BrC=1C=2C=3N(C=NC2C=CC1)C=CN3 (10-bromoimidazo[1,2-c]quinazoline). The yield is 88.5%. Conditions: time 10 minute. Run in Cl (hydrochloric acid). RXN SMILES: [Br:1][C:2]1[C:3]2[C:4]3[N:5]([CH:12]=[CH:13][N:14]=3)C=[N:7][C:8]=2[CH:9]=[CH:10][CH:11]=1.N>Cl>[Br:1][C:2]1[C:3]([C:4]2[NH:14][CH:13]=[CH:12][N:5]=2)=[C:8]([CH:9]=[CH:10][CH:11]=1)[NH2:7]. Product: BrC=1C(=C(N)C=CC1)C=1NC=CN1 (3-bromo-2-(1H-2-imidazolyl)-aniline). Reported procedure: 5. 11.6 g of 10-bromoimidazo[1,2-c]quinazoline are stirred in 170 ml of 6N hydrochloric acid at 90° C. for 6.5 h. and then cooled in an ice bath. The reaction solution is poured into 30 ml of 25% aqueous ammonia and 50 g of ice and stirred for 10 min. The crystals are filtered off, washed with water and dried in a vacuum. 9.85 g of 3-bromo-2-(1H-2-imidazolyl)-aniline are obtained. The aqueous phase is saturated with sodium chloride and extracted three times with chloroform. After evaporation of ... Starting materials: C(CCCCCCCCCC)C=1NC2=CC=C(C=C2C1)C(=O)O (2-(n-Undecyl)indole-5-carboxylic acid), Cl(=O)(=O)(=O)O (perchloric acid), Cl (hydrogen chloride), [H][H] (hydrogen). The reagents and catalysts are [Pd] (palladium on charcoal). The solvent is C(C)(=O)O (acetic acid), O1CCCC1 (tetrahydrofuran), C(C)OCC (diethyl ether), C(C)O (ethanol), C(C)OCC (diethyl ether). Product: Cl.C(CCCCCCCCCC)C1NC2=CC=C(C=C2C1)C(=O)O ((RS)-2-(n-undecyl)-indoline-5-carboxylic acid hydrochloride). As a reaction SMILES: [CH2:1]([C:12]1[NH:13][C:14]2[C:19]([CH:20]=1)=[CH:18][C:17]([C:21]([OH:23])=[O:22])=[CH:16][CH:15]=2)[CH2:2][CH2:3][CH2:4][CH2:5][CH2:6][CH2:7][CH2:8][CH2:9][CH2:10][CH3:11].[Cl:24](O)(=O)(=O)=O.[H][H].Cl>[Pd].C(OCC)C.C(O)C.C(O)(=O)C.O1CCCC1>[ClH:24].[CH2:1]([CH:12]1[CH2:20][C:19]2[C:14](=[CH:15][CH:16]=[C:17]([C:21]([OH:23])=[O:22])[CH:18]=2)[NH:13]1)[CH2:2][CH2:3][CH2:4][CH2:5][CH2:6][CH2:7][CH2:8][CH2:9][CH2:10][CH3:11] |f:9.10|. Procedure details: 2-(n-Undecyl)indole-5-carboxylic acid (45 g) was added to a mixture of tetrahydrofuran (250 ml), glacial acetic acid (50 ml) and perchloric acid (25 ml of strength 70% w/v). The mixture was hydrogenated over palladium on charcoal (5% w/w, 5 g) at room temperature and atmospheric pressure. When hydrogen uptake had ceased (after 6 hours), the mixture was filtered through diatomaceous earth, and the residue was washed with tetrahydrofuran (2×50 ml). The combined filtrates were adjusted to pH 4 by t...